Dataset: the Open Reaction Database (ORD), a public repository of structured organic reaction records. Task: describe an organic reaction: reactants, conditions, products, and yield Starting materials: C(C)(C)S(=O)(=O)Cl (Isopropylsulphonyl chloride), NC1=CC(=C(C=C1)N1CCC(CC1)N1C(OCC2=C1C=CC=C2)=O)Cl (1-[1-(4-Amino-2-chlorophenyl)piperidin-4-yl]-1,4-dihydro-2H-3,1-benzoxazin-2-one), N1=CC=CC=C1 (pyridine). Run in C(C)#N (acetonitrile). Conditions: time 8 hour. Yields the product ClC=1C=C(C=CC1N1CCC(CC1)N1C(OCC2=C1C=CC=C2)=O)NS(=O)(=O)C(C)C (N-{3-Chloro-4-[4-(2-oxo-2H-3,1-benzoxazin-1(4H)-yl)piperidin-1-yl]phenyl}propane-2-sulfonamide). RXN SMILES: [CH:1]([S:4](Cl)(=[O:6])=[O:5])([CH3:3])[CH3:2].[NH2:8][C:9]1[CH:14]=[CH:13][C:12]([N:15]2[CH2:20][CH2:19][CH:18]([N:21]3[C:26]4[CH:27]=[CH:28][CH:29]=[CH:30][C:25]=4[CH2:24][O:23][C:22]3=[O:31])[CH2:17][CH2:16]2)=[C:11]([Cl:32])[CH:10]=1.N1C=CC=CC=1>C(#N)C>[Cl:32][C:11]1[CH:10]=[C:9]([NH:8][S:4]([CH:1]([CH3:3])[CH3:2])(=[O:6])=[O:5])[CH:14]=[CH:13][C:12]=1[N:15]1[CH2:20][CH2:19][CH:18]([N:21]2[C:26]3[CH:27]=[CH:28][CH:29]=[CH:30][C:25]=3[CH2:24][O:23][C:22]2=[O:31])[CH2:17][CH2:16]1. Procedure details: Isopropylsulphonyl chloride (0.03 ml) was added to a stirred solution of the product from example 120 step (ii) (0.05 g), pyridine (0.1 ml) in acetonitrile (0.9 ml) at room temperature. The mixture was stirred overnight, partitioned between ethyl acetate and water, the organics separated, washed with water, dried, and evaporated under reduced pressure. Purification was by chromatography eluting with 40% ethyl acetate/isohexane. Yield 0.015 g. Reactants: CC(=O)O, CCOC(=O)C1=Cc2ccc(C)c(C)c2OC1C(F)(F)F, ClCl, Cl. Yields the product CCOC(=O)C1=Cc2cc(Cl)c(C)c(C)c2OC1C(F)(F)F. Reaction SMILES: [C:25]([OH:26])(=[O:27])[CH3:28].[CH3:1][c:2]1[cH:3][cH:4][c:5]2[c:10]([c:11]1[CH3:12])[O:9][CH:8]([C:13]([F:14])([F:15])[F:16])[C:7]([C:17](=[O:18])[O:19][CH2:20][CH3:21])=[CH:6]2.[Cl:22][Cl:23].[Cl:24]>>[CH3:1][c:2]1[c:3]([Cl:22])[cH:4][c:5]2[c:10]([c:11]1[CH3:12])[O:9][CH:8]([C:13]([F:14])([F:15])[F:16])[C:7]([C:17](=[O:18])[O:19][CH2:20][CH3:21])=[CH:6]2. Starting materials: C(C)OC(=O)C=1NC2=CC=CC(=C2C1)OCC1CCCC1 (4-Cyclopentylmethoxy-1H-indole-2-carboxylic acid ethyl ester), [OH-].[K+] (KOH), CCO (EtOH). Reaction conditions: time 24 hour. The product is C1(CCCC1)COC1=C2C=C(NC2=CC=C1)C(=O)O (4-Cyclopentylmethoxy-1H-indole-2-carboxylic acid). RXN SMILES: C([O:3][C:4]([C:6]1[NH:7][C:8]2[C:13]([CH:14]=1)=[C:12]([O:15][CH2:16][CH:17]1[CH2:21][CH2:20][CH2:19][CH2:18]1)[CH:11]=[CH:10][CH:9]=2)=[O:5])C.[OH-].[K+].CCO>>[CH:17]1([CH2:16][O:15][C:12]2[CH:11]=[CH:10][CH:9]=[C:8]3[C:13]=2[CH:14]=[C:6]([C:4]([OH:5])=[O:3])[NH:7]3)[CH2:18][CH2:19][CH2:20][CH2:21]1 |f:1.2|. Procedure details: The 4-cyclopentylmethoxy-1H-indole-2-carboxylic acid ethyl ester 87 obtained above is mixed with a 2M-solution of KOH in EtOH (33.8 ml, 67.6 mmol) and stirred for 24 hours. The solvent is then evaporated and the residue is partitioned between water and ether. The water layer is acidified with HCl and extracted twice with EtOAc. The combined organic layers are washed with brine, dried over anhydrous sodium sulfate, filtered and evaporated to give a white powder. Reactants: O=C([O-])[O-], CS(C)=O, N#Cc1ccc(F)c2ccccc12, [K+], [K+], NC(=O)C1CCNCC1, O. The product is N#Cc1ccc(N2CCC(C(N)=O)CC2)c2ccccc12. As a reaction SMILES: [C:23](=[O:24])([O-:25])[O-:26].[CH3:29][S:30]([CH3:31])=[O:32].[F:1][c:2]1[cH:3][cH:4][c:5]([C:12]#[N:13])[c:6]2[cH:7][cH:8][cH:9][cH:10][c:11]12.[K+:27].[K+:28].[NH:14]1[CH2:15][CH2:16][CH:17]([C:18](=[O:19])[NH2:20])[CH2:21][CH2:22]1.[OH2:33]>>[c:2]1([N:14]2[CH2:15][CH2:16][CH:17]([C:18](=[O:19])[NH2:20])[CH2:21][CH2:22]2)[cH:3][cH:4][c:5]([C:12]#[N:13])[c:6]2[cH:7][cH:8][cH:9][cH:10][c:11]12. The reactants are O1C(=CC=C1)C1=C(C(=O)NC2=CC=C(C=C2)N2CCN(CC2)C(C(=O)OC)C2=CC=CC=C2)C=CC=C1 (4-[4-[[2-(2-furanyl)benzoyl]amino]phenyl]-α-phenyl-1-piperazineacetic acid, methyl ester), [OH-].[K+] (potassium hydroxide). Solvent: C(C)(C)O (isopropanol). Conditions: time 8 hour. The product is O1C(=CC=C1)C1=C(C(=O)NC2=CC=C(C=C2)N2CCN(CC2)C(C(=O)O)C2=CC=CC=C2)C=CC=C1 (4-[4-[[2-(2-furanyl)benzoyl]amino]phenyl]-α-phenyl-1-piperazineacetic acid). Isolated yield 107.3%. Reaction SMILES: [O:1]1[CH:5]=[CH:4][CH:3]=[C:2]1[C:6]1[CH:37]=[CH:36][CH:35]=[CH:34][C:7]=1[C:8]([NH:10][C:11]1[CH:16]=[CH:15][C:14]([N:17]2[CH2:22][CH2:21][N:20]([CH:23]([C:28]3[CH:33]=[CH:32][CH:31]=[CH:30][CH:29]=3)[C:24]([O:26]C)=[O:25])[CH2:19][CH2:18]2)=[CH:13][CH:12]=1)=[O:9].[OH-].[K+]>C(O)(C)C>[O:1]1[CH:5]=[CH:4][CH:3]=[C:2]1[C:6]1[CH:37]=[CH:36][CH:35]=[CH:34][C:7]=1[C:8]([NH:10][C:11]1[CH:12]=[CH:13][C:14]([N:17]2[CH2:22][CH2:21][N:20]([CH:23]([C:28]3[CH:29]=[CH:30][CH:31]=[CH:32][CH:33]=3)[C:24]([OH:26])=[O:25])[CH2:19][CH2:18]2)=[CH:15][CH:16]=1)=[O:9] |f:1.2|. Procedure: A mixture of intermediate (30) (0.0006 mol) and potassium hydroxide (0.006 mol) in isopropanol (5 ml) was stirred at room temperature overnight. The solvent was evaporated. The residue was dissolved in isopropanol/HCl 6N and converted into the hydrochloric acid salt. The precipitate was filtered off and dried, yielding 0.31 g of 4-[4-[[2-(2-furanyl)benzoyl]amino]phenyl]-α-phenyl-1-piperazineacetic acid (intermediate 31). Reaction SMILES: [C:1]1([CH2:7][CH2:8][CH2:9][CH2:10][NH:11][C:12](=[O:25])[C@@H:13]2[CH2:17][CH2:16][CH2:15][N:14]2[CH2:18][C@@H:19]([NH2:24])[CH2:20][CH:21]([CH3:23])[CH3:22])[CH:6]=[CH:5][CH:4]=[CH:3][CH:2]=1.[C:26]1([C:36](Cl)=[O:37])[C:35]2[C:30](=[CH:31][CH:32]=[CH:33][CH:34]=2)[CH:29]=[CH:28][CH:27]=1>>[C:1]1([CH2:7][CH2:8][CH2:9][CH2:10][NH:11][C:12](=[O:25])[C@@H:13]2[CH2:17][CH2:16][CH2:15][N:14]2[CH2:18][C@@H:19]([NH:24][C:36]([C:26]2[C:35]3[C:30](=[CH:31][CH:32]=[CH:33][CH:34]=3)[CH:29]=[CH:28][CH:27]=2)=[O:37])[CH2:20][CH:21]([CH3:22])[CH3:23])[CH:6]=[CH:5][CH:4]=[CH:3][CH:2]=1. Procedure details: Using the procedure described in Example 7, treatment of 1-[2-(S)-amino-4-methylpentyl]-L-proline 4-phenylbutylamide (120 mg) with 1-naphthoyl chloride (71 uL) provided 66 mg (42%) of the title compound. The 1H NMR and Mass spectrum analysis of this compound was consistent with the structure. The yield is 42.0%. Product: C1(=CC=CC=C1)CCCCNC([C@H]1N(CCC1)C[C@H](CC(C)C)NC(=O)C1=CC=CC2=CC=CC=C12)=O (1-[2-(S)-[(Naphthalene-1-carbonyl)amino]-4-methylpentyl]-L-proline 4-Phenylbutylamide). Reactants: C1(=CC=CC=C1)CCCCNC([C@H]1N(CCC1)C[C@H](CC(C)C)N)=O (1-[2-(S)-amino-4-methylpentyl]-L-proline 4-phenylbutylamide), C1(=CC=CC2=CC=CC=C12)C(=O)Cl (1-naphthoyl chloride).